This data is from the Open Reaction Database (ORD), a public repository of structured organic reaction records. The task is: describe an organic reaction: reactants, conditions, products, and yield Reactants: O=C(O)c1ccc2c(c1)C(=O)OC2=O, CO, Nc1cccc(C(=O)O)c1. Product: O=C(O)c1cccc(N2C(=O)c3ccc(C(=O)O)cc3C2=O)c1. RXN SMILES: [C:1](=[O:2])([OH:3])[c:4]1[cH:5][c:6]2[c:7]([cH:13][cH:14]1)[C:8](=[O:9])[O:10][C:11]2=[O:12].[CH3:25][OH:26].[NH2:15][c:16]1[cH:17][c:18]([C:19](=[O:20])[OH:21])[cH:22][cH:23][cH:24]1>>[C:1](=[O:2])([OH:3])[c:4]1[cH:5][c:6]2[c:7]([cH:13][cH:14]1)[C:8](=[O:10])[N:15]([c:16]1[cH:17][c:18]([C:19](=[O:20])[OH:21])[cH:22][cH:23][cH:24]1)[C:11]2=[O:12]. Reactants: [I-].[K+] (potassium iodide), BrCCCCOC(C)=O (4-bromobutylacetate), C([O-])([O-])=O.[K+].[K+] (potassium carbonate), OC1(CCN(CC1)CCC(C(=O)N(C)C)(C1=CC=CC=C1)C1=CC=CC=C1)C1=C(C=CC=C1)O (4-(4-hydroxy-4-(2-hydroxyphenyl)piperidino)-N,N-dimethyl-2,2-diphenylbutaneamide). Solvent: O (water), CN(C=O)C (dimethylformamide), C(Cl)(Cl)Cl (chloroform). Conditions: temperature 80 celsius. The product is OC1(CCN(CC1)CCC(C(=O)N(C)C)(C1=CC=CC=C1)C1=CC=CC=C1)C1=C(C=CC=C1)OCCCCO (4-(4-hydroxy-4-(2-(4-hydroxybutyloxy)phenyl)piperidino)-N,N-dimethyl-2,2-diphenylbutaneamide). The yield is 24.5%. As a reaction SMILES: [OH:1][C:2]1([C:28]2[CH:33]=[CH:32][CH:31]=[CH:30][C:29]=2[OH:34])[CH2:7][CH2:6][N:5]([CH2:8][CH2:9][C:10]([C:22]2[CH:27]=[CH:26][CH:25]=[CH:24][CH:23]=2)([C:16]2[CH:21]=[CH:20][CH:19]=[CH:18][CH:17]=2)[C:11]([N:13]([CH3:15])[CH3:14])=[O:12])[CH2:4][CH2:3]1.Br[CH2:36][CH2:37][CH2:38][CH2:39][O:40]C(=O)C.C(=O)([O-])[O-].[K+].[K+].[I-].[K+]>CN(C)C=O.C(Cl)(Cl)Cl.O>[OH:1][C:2]1([C:28]2[CH:33]=[CH:32][CH:31]=[CH:30][C:29]=2[O:34][CH2:36][CH2:37][CH2:38][CH2:39][OH:40])[CH2:7][CH2:6][N:5]([CH2:8][CH2:9][C:10]([C:16]2[CH:21]=[CH:20][CH:19]=[CH:18][CH:17]=2)([C:22]2[CH:27]=[CH:26][CH:25]=[CH:24][CH:23]=2)[C:11]([N:13]([CH3:15])[CH3:14])=[O:12])[CH2:4][CH2:3]1 |f:2.3.4,5.6|. Procedure: In 10 mL of anhydrous dimethylformamide was dissolved 920 mg (2 mmol) of 4-(4-hydroxy-4-(2-hydroxyphenyl)piperidino)-N,N-dimethyl-2,2-diphenylbutaneamide. To the resulting solution were added 585 g (3 mmol) of 4-bromobutylacetate, 414 mg (3 mmol) of potassium carbonate and a small amount of potassium iodide. The resulting mixture was stirred under heating at 80° C. for 4 hours. After cooling, the reaction mixture was poured into water, followed by extraction with ethyl acetate, washing with wate... The reactants are C(C1=CC=CC=C1)OC=1C=C2CCCN(C2=CC1)CCCOC1=CC=C(C=C1)OC(F)(F)F (6-Benzyloxy-1-[3-(4-trifluoromethoxy-phenoxy)propyl]-1,2,3,4-tetrahydro-quinoline). The reagents and catalysts are [Pd] (palladium on carbon). The solvent is C(C)O (ethanol). Reaction conditions: time 4 hour. Product: FC(OC1=CC=C(OCCCN2CCCC3=CC(=CC=C23)O)C=C1)(F)F (1-[3-(4-trifluoromethoxyphenoxy)propyl]-1,2,3,4-tetrahydroquinolin-6-ol). The yield is 84.8%. Reaction SMILES: C([O:8][C:9]1[CH:10]=[C:11]2[C:16](=[CH:17][CH:18]=1)[N:15]([CH2:19][CH2:20][CH2:21][O:22][C:23]1[CH:28]=[CH:27][C:26]([O:29][C:30]([F:33])([F:32])[F:31])=[CH:25][CH:24]=1)[CH2:14][CH2:13][CH2:12]2)C1C=CC=CC=1>C(O)C.[Pd]>[F:32][C:30]([F:31])([F:33])[O:29][C:26]1[CH:27]=[CH:28][C:23]([O:22][CH2:21][CH2:20][CH2:19][N:15]2[C:16]3[C:11](=[CH:10][C:9]([OH:8])=[CH:18][CH:17]=3)[CH2:12][CH2:13][CH2:14]2)=[CH:24][CH:25]=1. Procedure details: 6-Benzyloxy-1-[3-(4-trifluoromethoxy-phenoxy)propyl]-1,2,3,4-tetrahydro-quinoline (2.13 g) was dissolved in ethanol (10 ml). 10% palladium on carbon (0.2 g) was added thereto and stirred at room temperature under a hydrogen atmosphere for 4 hours. The mixture was filtered through Celite to remove the catalyst, and then the filtrate was concentrated under reduced pressure. The residue was purified by silica gel column chromatography (hexane:ethyl acetate=4:1) and concentrated under reduced pressu... The yield is 36.0%. The solvent is ClCCl (dichloromethane), ClCCl (dichloromethane), ClCCl (dichloromethane). The reagents and catalysts are CN(C=O)C (N,N-dimethylformamide). The reactants are solution, C(C(=O)Cl)(=O)Cl (oxalyl chloride), ClC1=C(C(=CC=C1)Cl)CC(C(=O)O)N1C(C=C(C1)OC1=C(C=CC=C1F)F)=O (3-(2,6-dichloro-phenyl)-2-[4-(2,6-difluoro-phenoxy)-2-oxo-2,5-dihydro-pyrrol-1-yl]-propionic acid), Cl.O[C@H](CN1N=C(C=C1)NC([C@H](CC(C)C)N1C(C=C(C1)OC1=C(C(=CC=C1)Cl)Cl)=O)=O)CO ((S)-2-[4-(2,3-dichloro-phenoxy)-2-oxo-2,5-dihydro-pyrrol-1-yl]-4-methyl-pentanoic acid [1-((R)-2,3-dihydroxy-propyl)-1H-pyrazol-3-yl]-amide hydrochloride), N1=C(C=CC=C1C)C (2,6-lutidine). The product is ClC1=C(C(=CC=C1)Cl)CC(C(=O)NC1=NN(C=C1)CC(C)(C)O)N1C(C=C(C1)OC1=C(C=CC=C1F)F)=O (3-(2,6-dichloro-phenyl)-2-[4-(2,6-difluoro-phenoxy)-2-oxo-2,5-dihydro-pyrrol-1-yl]-N-[1-(2-hydroxy-2-methyl-propyl)-1H-pyrazol-3-yl]-propionamide). Reaction conditions: temperature 25 celsius, time 15 minute. Procedure details: In a round bottom flask under argon was placed 3-(2,6-dichloro-phenyl)-2-[4-(2,6-difluoro-phenoxy)-2-oxo-2,5-dihydro-pyrrol-1-yl]-propionic acid (38 mg, 0.089 mmol) in dichloromethane (3 mL) and N,N-dimethylformamide (3 drops) at 25° C. To this mixture was then added a 2.0M solution of oxalyl chloride in dichloromethane (50 μL, 0.10 mmol) dropwise which resulted in gas evolution. The mixture was then stirred for 15 min at 25° C. and concentrated in vacuo. The residue was taken up in dichlorometh... RXN SMILES: [Cl:1][C:2]1[CH:7]=[CH:6][CH:5]=[C:4]([Cl:8])[C:3]=1[CH2:9][CH:10]([N:14]1[CH2:18][C:17]([O:19][C:20]2[C:25]([F:26])=[CH:24][CH:23]=[CH:22][C:21]=2[F:27])=[CH:16][C:15]1=[O:28])[C:11]([OH:13])=O.[C:29](Cl)(=O)C(Cl)=O.Cl.[OH:36][C@@H:37]([CH2:67]O)[CH2:38][N:39]1[CH:43]=[CH:42][C:41]([NH:44]C(=O)[C@@H](N2CC(OC3C=CC=C(Cl)C=3Cl)=CC2=O)CC(C)C)=[N:40]1.N1C(C)=CC=CC=1C>ClCCl.CN(C)C=O>[Cl:1][C:2]1[CH:7]=[CH:6][CH:5]=[C:4]([Cl:8])[C:3]=1[CH2:9][CH:10]([N:14]1[CH2:18][C:17]([O:19][C:20]2[C:25]([F:26])=[CH:24][CH:23]=[CH:22][C:21]=2[F:27])=[CH:16][C:15]1=[O:28])[C:11]([NH:44][C:41]1[CH:42]=[CH:43][N:39]([CH2:38][C:37]([OH:36])([CH3:67])[CH3:29])[N:40]=1)=[O:13] |f:2.3|.